This data is from the Open Reaction Database (ORD), a public repository of structured organic reaction records. The task is: describe an organic reaction: reactants, conditions, products, and yield Starting materials: FC(C=1C=CC(=NC1)N1CC2CNCC2C1)(F)F (2-(5-(trifluoromethyl)pyridin-2-yl)octahydropyrrolo[3,4-c]pyrrole), CC1=C(OC=C1)C(=O)O (3-methylfuran-2-carboxylic acid). The product is CC1=C(OC=C1)C(=O)N1CC2CN(CC2C1)C1=NC=C(C=C1)C(F)(F)F (2-[(3-Methylfuran-2-yl)carbonyl]-5-[5-(trifluoromethyl)pyridin-2-yl]octahydropyrrolo[3,4-c]pyrrole). Reaction SMILES: [F:1][C:2]([F:18])([F:17])[C:3]1[CH:4]=[CH:5][C:6]([N:9]2[CH2:16][CH:15]3[CH:11]([CH2:12][NH:13][CH2:14]3)[CH2:10]2)=[N:7][CH:8]=1.[CH3:19][C:20]1[CH:24]=[CH:23][O:22][C:21]=1[C:25](O)=[O:26]>>[CH3:19][C:20]1[CH:24]=[CH:23][O:22][C:21]=1[C:25]([N:13]1[CH2:14][CH:15]2[CH:11]([CH2:10][N:9]([C:6]3[CH:5]=[CH:4][C:3]([C:2]([F:1])([F:17])[F:18])=[CH:8][N:7]=3)[CH2:16]2)[CH2:12]1)=[O:26]. Reported procedure: The title compound was prepared in a manner analogous to Example 15, utilizing 2-(5-(trifluoromethyl)pyridin-2-yl)octahydropyrrolo[3,4-c]pyrrole and 3-methylfuran-2-carboxylic acid. MS (ESI) mass calcd. C18H18F3N3O2, 365.36; m/z found 366.0 [M+H]+. 1H NMR (CDCl3): 8.39 (s, 1H), 7.62 (d, J=9.1 Hz, 1H), 7.32 (d, J=1.4 Hz, 1H), 6.39 (d, J=8.8 Hz, 1H), 6.32 (d, J=1.4 Hz, 1H), 4.17 (brs, 1H), 3.94 (brs, 1H), 3.81 (brs, 3H), 3.71-3.67 (m, 1H), 3.50 (br s, 2H), 3.11 (brs, 2H), 2.37 (s, 3H). The reactants are ClC=1C=C(C=O)C=CC1F (3-chloro-4-fluorobenzaldehyde), NC1=C(C=C(C=C1)O)[N+](=O)[O-] (4-amino-3-nitrophenol). Yields the product NC1=C(C=C(C=C1)OC1=C(C=C(C=O)C=C1)Cl)[N+](=O)[O-] (4-[(4-Amino-3-nitrophenyl)oxy]-3-chlorobenzaldehyde). Reaction SMILES: [Cl:1][C:2]1[CH:3]=[C:4]([CH:7]=[CH:8][C:9]=1F)[CH:5]=[O:6].[NH2:11][C:12]1[CH:17]=[CH:16][C:15]([OH:18])=[CH:14][C:13]=1[N+:19]([O-:21])=[O:20]>>[NH2:11][C:12]1[CH:17]=[CH:16][C:15]([O:18][C:9]2[CH:8]=[CH:7][C:4]([CH:5]=[O:6])=[CH:3][C:2]=2[Cl:1])=[CH:14][C:13]=1[N+:19]([O-:21])=[O:20]. Procedure: 4-[(4-Amino-3-nitrophenyl)oxy]-3-chlorobenzaldehyde was prepared from 3-chloro-4-fluorobenzaldehyde (and 4-amino-3-nitrophenol using the procedure of method 5 step 1. (M-1) 291.1, 2.59 min (LC/MS method A) Starting materials: [H-].[Na+] (Sodium hydride), ClC=1C=C(C=CC1C(C(C(F)(F)F)(C1=CC(=NC=C1)C)O)C)O (3-Chloro-4-[3,3,3-trifluoro-2-hydroxy-1-methyl-2-(2-methyl-pyridin-4-yl)-propyl]-phenol), ice water, BrCCC1=CC=CC=C1 (2-bromoethylbenzene). Run in CN(C)C=O (DMF), CN(C)C=O (DMF), CN(C)C=O (DMF). Run at time 30 minute. Yields the product ClC1=C(C=CC(=C1)OCCC1=CC=CC=C1)C(C(C(F)(F)F)(O)C1=CC(=NC=C1)C)C (3-(2-Chloro-4-phenethyloxy-phenyl)-1,1,1-trifluoro-2-(2-methyl-pyridin-4-yl)-butan-2-ol). Reaction SMILES: [H-].[Na+].[Cl:3][C:4]1[CH:5]=[C:6]([OH:25])[CH:7]=[CH:8][C:9]=1[CH:10]([CH3:24])[C:11]([OH:23])([C:16]1[CH:21]=[CH:20][N:19]=[C:18]([CH3:22])[CH:17]=1)[C:12]([F:15])([F:14])[F:13].Br[CH2:27][CH2:28][C:29]1[CH:34]=[CH:33][CH:32]=[CH:31][CH:30]=1>CN(C=O)C>[Cl:3][C:4]1[CH:5]=[C:6]([O:25][CH2:27][CH2:28][C:29]2[CH:34]=[CH:33][CH:32]=[CH:31][CH:30]=2)[CH:7]=[CH:8][C:9]=1[CH:10]([CH3:24])[C:11]([C:16]1[CH:21]=[CH:20][N:19]=[C:18]([CH3:22])[CH:17]=1)([OH:23])[C:12]([F:15])([F:13])[F:14] |f:0.1|. Procedure: Sodium hydride (60% in mineral oil, 20.4 mg) was added to abs. DMF (2 mL). To this mixture was added a solution of 3-chloro-4-[3,3,3-trifluoro-2-hydroxy-1-methyl-2-(2-methyl-pyridin-4-yl)-propyl]-phenol (Example 73, 80 mg) in DMF (2 mL) over 15 minutes. The mixture was then allowed to stir for 30 min at RT. The mixture was cooled to 0° C. and a solution of 2-bromoethylbenzene ((0.033 mL) in DMF (1 mL) was added within 10 minutes. The mixture was then heated to 50° C. over night. The reaction mix... Solvent: CS(=O)(=O)O (methanesulfonic acid). The yield is 55.0%. RXN SMILES: [C:1]1([C:7]([CH2:14][C:15]2[CH:20]=[CH:19][CH:18]=[CH:17][CH:16]=2)=[CH:8][CH2:9][CH2:10][C:11]([NH2:13])=[O:12])[CH:6]=[CH:5][CH:4]=[CH:3][CH:2]=1.O=P12OP3(OP(OP(O3)(O1)=O)(=O)O2)=O.C(=O)(O)[O-].[Na+].C(OCC)(=O)C>CS(O)(=O)=O>[C:1]1([C:7]2([CH2:14][C:15]3[CH:20]=[CH:19][CH:18]=[CH:17][CH:16]=3)[NH:13][C:11](=[O:12])[CH2:10][CH2:9][CH2:8]2)[CH:2]=[CH:3][CH:4]=[CH:5][CH:6]=1 |f:2.3|. Product: C1(=CC=CC=C1)C1(CCCC(N1)=O)CC1=CC=CC=C1 (6-Phenyl-6-(phenylmethyl)-2-piperidinone). Procedure: 5,6-Diphenyl-4-hexenamide (30 g) from step (d) was added to a stirred solution of phosphorous pentoxide (25 g) in methanesulfonic acid (250 mL) at 100°-110° C. The reaction was stirred for several minutes; then the reaction mixture was poured slowly into an ice-cooled mixture of saturated aqueous sodium bicarbonate and ethyl acetate. The mixture was extracted with ethyl acetate and the ethyl acetate layer was separated, washed with aq. NaHCO3, water and brine and dried (MgSO4). Concentration of ... Starting materials: C1(=CC=CC=C1)C(=CCCC(=O)N)CC1=CC=CC=C1 (5,6-Diphenyl-4-hexenamide), O=P12OP3(=O)OP(=O)(O1)OP(=O)(O2)O3 (phosphorous pentoxide), ice, C([O-])(O)=O.[Na+] (sodium bicarbonate), C(C)(=O)OCC (ethyl acetate). The reactants are OBO, O=C([O-])[O-], CCO, CC(C)c1ccccc1, Clc1cnccn1, [Na+], [Na+], [Pd], c1ccc(P(CCP(c2ccccc2)c2ccccc2)c2ccccc2)cc1, c1ccc(P(CCP(c2ccccc2)c2ccccc2)c2ccccc2)cc1. The product is CC(C)c1cccc(-c2cnccn2)c1. As a reaction SMILES: [BH:1]([OH:2])[OH:3].[C:13](=[O:14])([O-:15])[O-:16].[CH3:19][CH2:20][OH:21].[CH:4]([CH3:5])([CH3:6])[c:7]1[cH:8][cH:9][cH:10][cH:11][cH:12]1.[Cl:22][c:23]1[n:24][cH:25][cH:26][n:27][cH:28]1.[Na+:17].[Na+:18].[Pd:29].[c:30]1([P:31]([c:32]2[cH:33][cH:34][cH:35][cH:36][cH:37]2)[CH2:38][CH2:39][P:40]([c:41]2[cH:42][cH:43][cH:44][cH:45][cH:46]2)[c:47]2[cH:48][cH:49][cH:50][cH:51][cH:52]2)[cH:53][cH:54][cH:55][cH:56][cH:57]1.[c:58]1([P:59]([c:60]2[cH:61][cH:62][cH:63][cH:64][cH:65]2)[CH2:66][CH2:67][P:68]([c:69]2[cH:70][cH:71][cH:72][cH:73][cH:74]2)[c:75]2[cH:76][cH:77][cH:78][cH:79][cH:80]2)[cH:81][cH:82][cH:83][cH:84][cH:85]1>>[CH:4]([CH3:5])([CH3:6])[c:7]1[cH:8][cH:9][cH:10][c:11](-[c:23]2[n:24][cH:25][cH:26][n:27][cH:28]2)[cH:12]1.